From a dataset of the Open Reaction Database (ORD), a public repository of structured organic reaction records. describe an organic reaction: reactants, conditions, products, and yield Starting materials: CS(=O)(=O)N1[C@@H](C[C@@H](C1)P(=O)(C1CCCCC1)C1CCCCC1)CO ((2S,4S)-N-methanesulfonyl-4-dicyclohexylphosphinyl-2-hydroxymethylpyrrolidine), CS(=O)(=O)Cl (methanesulfonyl chloride), Cl (hydrochloric acid). Solvent: N1=CC=CC=C1 (pyridine). Conditions: temperature 0 celsius, time 3 hour. Yields the product CS(=O)(=O)N1[C@@H](C[C@@H](C1)P(=O)(C1CCCCC1)C1CCCCC1)COS(=O)(=O)C ((2S,4S)-N-methanesulfonyl-4-dicyclohexylphosphinyl-2-methanesulfonyloxymethylpyrrolidine). Isolated yield 73.8%. RXN SMILES: [CH3:1][S:2]([N:5]1[CH2:9][C@@H:8]([P:10]([CH:18]2[CH2:23][CH2:22][CH2:21][CH2:20][CH2:19]2)([CH:12]2[CH2:17][CH2:16][CH2:15][CH2:14][CH2:13]2)=[O:11])[CH2:7][C@H:6]1[CH2:24][OH:25])(=[O:4])=[O:3].[CH3:26][S:27](Cl)(=[O:29])=[O:28].Cl>N1C=CC=CC=1>[CH3:1][S:2]([N:5]1[CH2:9][C@@H:8]([P:10]([CH:18]2[CH2:19][CH2:20][CH2:21][CH2:22][CH2:23]2)([CH:12]2[CH2:17][CH2:16][CH2:15][CH2:14][CH2:13]2)=[O:11])[CH2:7][C@H:6]1[CH2:24][O:25][S:27]([CH3:26])(=[O:29])=[O:28])(=[O:3])=[O:4]. Procedure: In 20 ml of pyridine was dissolved 1.4 g (3.6 m-mol) of (2S,4S)-N-methanesulfonyl-4-dicyclohexylphosphinyl-2-hydroxymethylpyrrolidine [VIII], and 0.82 g (7.2 m-xol) of methanesulfonyl chloride was added dropwise to the solution under ice-cooling. After stirring the mixture at 0° C. for 3 hours and then at room temperature overnight, 70 ml of 10% hydrochloric acid was added to the mixture under ice-cooling. The mixture was extracted three times with 80 ml of ethyl acetate, and the extract was was... Reactants: C(CCC)OC1=CC=CC(=N1)C(=O)O (6-butoxy-pyridine-2-carboxylic acid), S(=O)(Cl)Cl (thionyl chloride), Cl (HCl), ClC1=CC=CC(=N1)C(=O)OC (methyl 6-chloro-pyridine-2-carboxylate), C[Si](C)(C)[N-][Si](C)(C)C.[Na+] (sodium bis(trimethylsilyl)amide), C[Si](C)(C)[N-][Si](C)(C)C.[Na+] (sodium bis(trimethylsilyl)amide). The solvent is C(CCC)O (1-butanol). Product: C(CCC)OC1=CC=CC(=N1)C(=O)OC (Methyl 6-butoxypyridine-2-carboxylate). The yield is 78.0%. Reaction SMILES: Cl[C:2]1[N:7]=[C:6]([C:8]([O:10][CH3:11])=[O:9])[CH:5]=[CH:4][CH:3]=1.C[Si]([N-][Si](C)(C)C)(C)C.[Na+].Cl.[CH2:23]([O:27]C1N=C(C(O)=O)C=CC=1)[CH2:24][CH2:25][CH3:26].S(Cl)(Cl)=O>C(O)CCC>[CH2:23]([O:27][C:2]1[N:7]=[C:6]([C:8]([O:10][CH3:11])=[O:9])[CH:5]=[CH:4][CH:3]=1)[CH2:24][CH2:25][CH3:26] |f:1.2|. Reported procedure: To methyl 6-chloro-pyridine-2-carboxylate (2.58 g, 15.0 mmol, obtained from Example 17(a)) was added 1-butanol (35 mL) followed by sodium bis(trimethylsilyl)amide (5.51 g, 30.1 mmol). The suspension was warmed to 130° C. for 24 h after which more sodium bis(trimethylsilyl)amide (5.51 g, 30.1 mmol) was added. After another 24 h at reflux, the solution was cooled to r.t. and was poured into 200 mL 1N HCl in an ice bath. The aqueous solution was extracted twice with ethyl acetate. The organic layer...